This data is from the Open Reaction Database (ORD), a public repository of structured organic reaction records. The task is: describe an organic reaction: reactants, conditions, products, and yield Reactants: CC(C)(OC(=O)N[C@H](C(CN[C@@H](CC1=CC=CC=C1)C(=O)N[C@@H](CC(C)C)C(=O)OC(C)(C)C)SCC1=CC=C(C=C1)OC)CC1=CC=CC=C1)C (N-[N-[(3S)-3-[[(1,1-dimethylethoxy)carbonyl]amino]-2-[[(4-methoxyphenyl)methyl]thio]-4-phenylbutyl]-L-phenylalanyl]-L-leucine, 1,1-dimethylethyl ester), C1(=CC=CC=C1)OC (anisole), FC(C(=O)O)(F)F (trifluoroacetic acid), mercuric trifluoroacetate, Cl (hydrochloric acid). Solvent: O (water). Conditions: temperature 0 celsius, time 1 hour. The product is NC(C(CN[C@@H](CC1=CC=CC=C1)C(=O)N[C@@H](CC(C)C)C(=O)O)S)CC1=CC=CC=C1 (N-[N-(3-Amino-2-mercapto-4-phenylbutyl)-L-phenylalanyl]-L-leucine). As a reaction SMILES: CC(C)(OC([NH:7][C@@H:8]([CH2:45][C:46]1[CH:51]=[CH:50][CH:49]=[CH:48][CH:47]=1)[CH:9]([S:35]CC1C=CC(OC)=CC=1)[CH2:10][NH:11][C@H:12]([C:20]([NH:22][C@H:23]([C:28]([O:30]C(C)(C)C)=[O:29])[CH2:24][CH:25]([CH3:27])[CH3:26])=[O:21])[CH2:13][C:14]1[CH:19]=[CH:18][CH:17]=[CH:16][CH:15]=1)=O)C.C1(OC)C=CC=CC=1.FC(F)(F)C(O)=O.Cl>O>[NH2:7][CH:8]([CH2:45][C:46]1[CH:47]=[CH:48][CH:49]=[CH:50][CH:51]=1)[CH:9]([SH:35])[CH2:10][NH:11][C@H:12]([C:20]([NH:22][C@H:23]([C:28]([OH:30])=[O:29])[CH2:24][CH:25]([CH3:27])[CH3:26])=[O:21])[CH2:13][C:14]1[CH:19]=[CH:18][CH:17]=[CH:16][CH:15]=1. Procedure details: A solution of N-[N-[(3S)-3-[[(1,1-dimethylethoxy)carbonyl]amino]-2-[[(4-methoxyphenyl)methyl]thio]-4-phenylbutyl]-L-phenylalanyl]-L-leucine, 1,1-dimethylethyl ester (780 mg, 1.06 mmol), anisole (1.0 ml) and trifluoroacetic acid (14 ml) was stirred at room temperature under argon. After 1 hour, the reaction was cooled to 0° C. and mercuric trifluoroacetate (497 mg, 1.1 eq) was added. The reaction was stirred for 1 hour at 0° C. and then concentrated to a red oil. The oil was triturated with ether... RXN SMILES: [Al+3:24].[CH2:58]([Cl:59])[Cl:60].[CH:1]1([CH2:7][CH2:8][n:9]2[c:10]3[n:11][cH:12][n:13][c:14]([NH2:22])[c:15]3[n:16][c:17]2[C:18]([O:19][CH3:20])=[O:21])[CH2:2][CH2:3][CH2:4][CH2:5][CH2:6]1.[CH:29]1([CH2:30][CH2:31][n:32]2[c:33]([CH2:34][OH:35])[n:36][c:37]3[c:38]2[n:39][cH:40][n:41][c:42]3[NH2:43])[CH2:44][CH2:45][CH2:46][CH2:47][CH2:48]1.[H-:23].[H-:26].[H-:27].[H-:28].[Li+:25].[O:53]1[CH2:54][CH2:55][CH2:56][CH2:57]1.[P:49]([Br:50])([Br:51])[Br:52]>>[CH:1]1([CH2:7][CH2:8][n:9]2[c:10]3[n:11][cH:12][n:13][c:14]([NH2:22])[c:15]3[n:16][c:17]2[CH2:18][Br:50])[CH2:2][CH2:3][CH2:4][CH2:5][CH2:6]1. The reactants are [Al+3], ClCCl, COC(=O)c1nc2c(N)ncnc2n1CCC1CCCCC1, Nc1ncnc2c1nc(CO)n2CCC1CCCCC1, [H-], [H-], [H-], [H-], [Li+], C1CCOC1, BrP(Br)Br. Yields the product Nc1ncnc2c1nc(CBr)n2CCC1CCCCC1. The reactants are CCOC(C)=O, Cl, Cc1cc(F)c(N)cc1[N+](=O)[O-], [I-], [K+], O=N[O-], [Na+], O. Yields the product Cc1cc(F)c(I)cc1[N+](=O)[O-]. RXN SMILES: [CH3:21][CH2:22][O:23][C:24]([CH3:25])=[O:26].[ClH:19].[F:1][c:2]1[c:3]([NH2:4])[cH:5][c:6]([N+:10](=[O:11])[O-:12])[c:7]([CH3:9])[cH:8]1.[I-:18].[K+:17].[N:13]([O-:14])=[O:15].[Na+:16].[OH2:20]>>[F:1][c:2]1[c:3]([I:18])[cH:5][c:6]([N+:10](=[O:11])[O-:12])[c:7]([CH3:9])[cH:8]1.